Dataset: the Open Reaction Database (ORD), a public repository of structured organic reaction records. Task: describe an organic reaction: reactants, conditions, products, and yield Reactants: CCO, CCOC(=O)c1ccc(CNC(=O)c2cc([N+](=O)[O-])ccc2NC2CCCC2)cc1. Product: O=C(O)c1ccc(CNC(=O)c2cc([N+](=O)[O-])ccc2NC2CCCC2)cc1. Reaction SMILES: [CH3:31][CH2:32][OH:33].[CH:1]1([NH:6][c:7]2[c:8]([C:9](=[O:10])[NH:11][CH2:12][c:13]3[cH:14][cH:15][c:16]([C:19](=[O:20])[O:21][CH2:22][CH3:23])[cH:17][cH:18]3)[cH:24][c:25]([N+:28](=[O:29])[O-:30])[cH:26][cH:27]2)[CH2:2][CH2:3][CH2:4][CH2:5]1>>[CH:1]1([NH:6][c:7]2[c:8]([C:9](=[O:10])[NH:11][CH2:12][c:13]3[cH:14][cH:15][c:16]([C:19](=[O:20])[OH:21])[cH:17][cH:18]3)[cH:24][c:25]([N+:28](=[O:29])[O-:30])[cH:26][cH:27]2)[CH2:2][CH2:3][CH2:4][CH2:5]1.